From a dataset of the Open Reaction Database (ORD), a public repository of structured organic reaction records. describe an organic reaction: reactants, conditions, products, and yield Reactants: ClC1=C(CBr)C(=CC=C1)F (2-chloro-6-fluorobenzyl bromide), C(=O)([O-])[O-].[K+].[K+] (K2CO3), COC1=C(C=C(C=C1C)N1S(C2=C(N(C1=O)CC1=C(C=C(C=C1F)F)F)C=CC=C2)(=O)=O)C (2-(4-methoxy-3,5-dimethylphenyl)-4-(2,4,6-trifluorobenzyl)-2H-1,2,4-benzothiadiazin-3(4H)-one 1,1-dioxide). Solvent: O1CCOCC1 (1,4-Dioxane). Yields the product ClC1=C(CN2C(N(S(C3=C2C=CC=C3)(=O)=O)C3=CC(=C(C(=C3)C)OC)C)=O)C(=CC=C1)F (4-(2-Chloro-6-fluorobenzyl)-2-(4-methoxy-3,5-dimethylphenyl)-2H-1,2,4-benzothiadiazin-3(4H)-one 1,1-dioxide). RXN SMILES: [Cl:1][C:2]1[CH:9]=[CH:8][CH:7]=[C:6]([F:10])[C:3]=1[CH2:4]Br.C([O-])([O-])=O.[K+].[K+].[CH3:17][O:18][C:19]1[C:24]([CH3:25])=[CH:23][C:22]([N:26]2[C:31](=[O:32])[N:30](CC3C(F)=CC(F)=CC=3F)[C:29]3[CH:43]=[CH:44][CH:45]=[CH:46][C:28]=3[S:27]2(=[O:48])=[O:47])=[CH:21][C:20]=1[CH3:49]>O1CCOCC1>[Cl:1][C:2]1[CH:9]=[CH:8][CH:7]=[C:6]([F:10])[C:3]=1[CH2:4][N:30]1[C:29]2[CH:43]=[CH:44][CH:45]=[CH:46][C:28]=2[S:27](=[O:48])(=[O:47])[N:26]([C:22]2[CH:23]=[C:24]([CH3:25])[C:19]([O:18][CH3:17])=[C:20]([CH3:49])[CH:21]=2)[C:31]1=[O:32] |f:1.2.3|. Reported procedure: The title compound (0.20 g, 0.42 mmol) was prepared from (IntA6) (0.35 g, 1.00 mmol), 2-chloro-6-fluorobenzyl bromide (0.34 g, 1.5 mmol) and K2CO3 (0.20 g, 1.5 mmol) in 1,4-Dioxane (10 mL) using the methods of (115). Reactants: C(C=C)#N (acrylonitrile), ClCCC(CCC(=C)C)=O (7-chloro-2-methyl-5-oxo-1-heptene), S(O)(O)(=O)=O (sulfuric acid). Product: C(C=C)(=O)NC(CCC(CCCl)=O)(C)C (6-Acrylamido-6-methyl-3-oxoheptyl chloride). RXN SMILES: [C:1](#[N:4])[CH:2]=[CH2:3].[Cl:5][CH2:6][CH2:7][C:8](=[O:14])[CH2:9][CH2:10][C:11]([CH3:13])=[CH2:12].S(=O)(=O)(O)[OH:16]>>[C:1]([NH:4][C:11]([CH3:13])([CH3:12])[CH2:10][CH2:9][C:8](=[O:14])[CH2:7][CH2:6][Cl:5])(=[O:16])[CH:2]=[CH2:3]. Procedure: The title compound is prepared by the Ritter reaction of acrylonitrile with 7-chloro-2-methyl-5-oxo-1-heptene in the presence of sulfuric acid. ##STR25## Starting materials: CC(C(CCCCC)C)C=1C=C(C=C(C1)O)OC (5-(1,2-Dimethylheptyl)-3-methoxyphenol), CN1CCC(CC1)=O (N-methyl-4-piperidone), Cl (HCl), CCOCC (Ether). The solvent is C(C)(=O)O (acetic acid). Product: Cl.CN1CCC(=CC1)C1=C(C=C(C=C1OC)C(C(CCCCC)C)C)O (2-(N-Methyl-1,2,3,6-tetrahydro-4-pyridyl)-3-methoxy-5-(1,2-dimethylheptyl)phenol hydrochloride). Reaction SMILES: [CH3:1][CH:2]([C:10]1[CH:11]=[C:12]([O:17][CH3:18])[CH:13]=[C:14]([OH:16])[CH:15]=1)[CH:3]([CH3:9])[CH2:4][CH2:5][CH2:6][CH2:7][CH3:8].[CH3:19][N:20]1[CH2:25][CH2:24][C:23](=O)[CH2:22][CH2:21]1.CCOCC.[ClH:32]>C(O)(=O)C>[ClH:32].[CH3:19][N:20]1[CH2:21][CH:22]=[C:23]([C:13]2[C:12]([O:17][CH3:18])=[CH:11][C:10]([CH:2]([CH3:1])[CH:3]([CH3:9])[CH2:4][CH2:5][CH2:6][CH2:7][CH3:8])=[CH:15][C:14]=2[OH:16])[CH2:24][CH2:25]1 |f:5.6|. Procedure: 5-(1,2-Dimethylheptyl)-3-methoxyphenol (10.0 g) of Example V, and N-methyl-4-piperidone (4.45 g) were dissolved in 20 ml acetic acid and saturated with HCl gas. Ether was added and the resulting solid recrystallized from isopropyl alcohol-ether. Yield 7.32 g, m.p. 96°-97°. Starting materials: ClC(Cl)Cl, BrP(Br)Br, OCCCCCc1ccccc1. Yields the product BrCCCCCc1ccccc1. RXN SMILES: [CH:17]([Cl:18])([Cl:19])[Cl:20].[P:1]([Br:2])([Br:3])[Br:4].[c:5]1([CH2:11][CH2:12][CH2:13][CH2:14][CH2:15][OH:16])[cH:6][cH:7][cH:8][cH:9][cH:10]1>>[Br:2][CH2:15][CH2:14][CH2:13][CH2:12][CH2:11][c:5]1[cH:6][cH:7][cH:8][cH:9][cH:10]1. Reactants: ClCCl, Cn1c(C(F)(F)F)cc(=O)n(-c2cc(O)c(Cl)cc2F)c1=O, O=S(=O)(Cl)Cl, c1ccncc1. Product: Cn1c(C(F)(F)F)cc(=O)n(-c2cc(OS(=O)(=O)Cl)c(Cl)cc2F)c1=O. As a reaction SMILES: [CH2:34]([Cl:35])[Cl:36].[Cl:1][c:2]1[cH:3][c:4]([F:22])[c:5](-[n:9]2[c:10](=[O:21])[n:11]([CH3:20])[c:12]([C:16]([F:17])([F:18])[F:19])[cH:13][c:14]2=[O:15])[cH:6][c:7]1[OH:8].[S:23](=[O:24])(=[O:25])([Cl:26])[Cl:27].[cH:28]1[cH:29][cH:30][n:31][cH:32][cH:33]1>>[Cl:1][c:2]1[cH:3][c:4]([F:22])[c:5](-[n:9]2[c:10](=[O:21])[n:11]([CH3:20])[c:12]([C:16]([F:17])([F:18])[F:19])[cH:13][c:14]2=[O:15])[cH:6][c:7]1[O:8][S:23](=[O:24])(=[O:25])[Cl:26]. Reactants: OC(C#C)C (3-hydroxy-1-butyne), IC1=CC=C(S1)C=1SC=CC1 (5-iodo-2,2'-bithiophene), [NH4+].[Cl-] (NH4Cl), [OH-].[Na+] (NaOH). Reagents/catalysts: [Cl-].C(C1=CC=CC=C1)[N+](CC)(CC)CC (benzyltriethylammonium chloride), [Cu]I (CuI), C=1C=CC(=CC1)[P](C=2C=CC=CC2)(C=3C=CC=CC3)[Pd]([P](C=4C=CC=CC4)(C=5C=CC=CC5)C=6C=CC=CC6)([P](C=7C=CC=CC7)(C=8C=CC=CC8)C=9C=CC=CC9)[P](C=1C=CC=CC1)(C=1C=CC=CC1)C=1C=CC=CC1 (Pd(PPh3)4). Run in C1=CC=CC=C1 (benzene). Product: OC(C#CC1=CC=C(S1)C=1SC=CC1)C (5-(3-hydroxy-1-butynyl)-2,2'-bithiophene). The yield is 93.0%. As a reaction SMILES: [OH:1][CH:2]([CH3:5])[C:3]#[CH:4].I[C:7]1[S:11][C:10]([C:12]2[S:13][CH:14]=[CH:15][CH:16]=2)=[CH:9][CH:8]=1.[OH-].[Na+].[NH4+].[Cl-]>[Cl-].C([N+](CC)(CC)CC)C1C=CC=CC=1.[Cu]I.C1C=CC([P]([Pd]([P](C2C=CC=CC=2)(C2C=CC=CC=2)C2C=CC=CC=2)([P](C2C=CC=CC=2)(C2C=CC=CC=2)C2C=CC=CC=2)[P](C2C=CC=CC=2)(C2C=CC=CC=2)C2C=CC=CC=2)(C2C=CC=CC=2)C2C=CC=CC=2)=CC=1.C1C=CC=CC=1>[OH:1][CH:2]([CH3:5])[C:3]#[C:4][C:7]1[S:11][C:10]([C:12]2[S:13][CH:14]=[CH:15][CH:16]=2)=[CH:9][CH:8]=1 |f:2.3,4.5,6.7,^1:41,43,62,81|. Reported procedure: To the mixture of 1 g (14.3 mmole) of 3-hydroxy-1-butyne, 10 ml of benzene and 2.78 g of 5-iodo-2,2'-bithiophene (9.52 mmole) was added 0.15 g of CuI, 0.15 g of benzyltriethylammonium chloride, 0.2 g of Pd(PPh3)4 and then 15 ml of NaOH solution (2.5N) at room temperature and stirred for 2 hours. 4 ml of NH4Cl solution was then added. The reaction solution was extracted with ethyl acetate. The extract was washed with 10 ml of HCl (10%) for 3 times, 50 ml of water twice, and dried over anhydrous m...